This data is from the Open Reaction Database (ORD), a public repository of structured organic reaction records. The task is: describe an organic reaction: reactants, conditions, products, and yield Reactants: OCCBr, C1CCOC1, CC(C)OC(=O)N=NC(=O)OC(C)C, O=S1(=O)Nc2ccccc2N1c1ccccc1, c1ccc(P(c2ccccc2)c2ccccc2)cc1. Product: O=S1(=O)N(CCBr)c2ccccc2N1c1ccccc1. Reaction SMILES: [Br:32][CH2:33][CH2:34][OH:35].[CH2:55]1[O:56][CH2:57][CH2:58][CH2:59]1.[O:1]=[C:2]([O:3][CH:4]([CH3:5])[CH3:6])[N:7]=[N:8][C:9]([O:10][CH:11]([CH3:12])[CH3:13])=[O:14].[c:15]1([N:21]2[S:22](=[O:30])(=[O:31])[NH:23][c:24]3[c:25]2[cH:26][cH:27][cH:28][cH:29]3)[cH:16][cH:17][cH:18][cH:19][cH:20]1.[c:36]1([P:37]([c:38]2[cH:39][cH:40][cH:41][cH:42][cH:43]2)[c:44]2[cH:45][cH:46][cH:47][cH:48][cH:49]2)[cH:50][cH:51][cH:52][cH:53][cH:54]1>>[c:15]1([N:21]2[S:22](=[O:30])(=[O:31])[N:23]([CH2:34][CH2:33][Br:32])[c:24]3[c:25]2[cH:26][cH:27][cH:28][cH:29]3)[cH:16][cH:17][cH:18][cH:19][cH:20]1. Starting materials: C1CCOC1, COC(=O)Cn1c(=O)n(CC(=O)N(C)C)c2cc(C)cc(C)c21, [Li+], [OH-], O. The product is Cc1cc(C)c2c(c1)n(CC(=O)N(C)C)c(=O)n2CC(=O)O. RXN SMILES: [CH2:26]1[O:27][CH2:28][CH2:29][CH2:30]1.[CH3:3][N:4]([C:5]([CH2:6][n:7]1[c:8](=[O:23])[n:9]([CH2:18][C:19](=[O:20])[O:21][CH3:22])[c:10]2[c:11]1[cH:12][c:13]([CH3:17])[cH:14][c:15]2[CH3:16])=[O:24])[CH3:25].[Li+:1].[OH-:2].[OH2:31]>>[CH3:3][N:4]([C:5]([CH2:6][n:7]1[c:8](=[O:23])[n:9]([CH2:18][C:19](=[O:20])[OH:21])[c:10]2[c:11]1[cH:12][c:13]([CH3:17])[cH:14][c:15]2[CH3:16])=[O:24])[CH3:25]. Reactants: COC=1C=C(C=CC1OC)CCNC(C\C=C\CC(=O)NCCC1=CC=CC=C1)=O (E-N-[2-(3,4-Dimethoxyphenyl)ethyl]-N'-(2-phenylethyl) hex-3-enediamide), [H-].[Al+3].[Li+].[H-].[H-].[H-] (lithium aluminium hydride), ice, [OH-].[Na+] (sodium hydroxide). The solvent is ClCCl (dichloromethane). Yields the product COC=1C=C(C=CC1OC)CCNCC\C=C\CCNCCC1=CC=CC=C1 (E-N-[2-(3,4-Dimethoxyphenyl)ethyl]-N'-(2-phenylethyl)hex-3-ene-1,6-diamine). Yield: 35.8%. As a reaction SMILES: [CH3:1][O:2][C:3]1[CH:4]=[C:5]([CH2:11][CH2:12][NH:13][C:14](=O)[CH2:15]/[CH:16]=[CH:17]/[CH2:18][C:19]([NH:21][CH2:22][CH2:23][C:24]2[CH:29]=[CH:28][CH:27]=[CH:26][CH:25]=2)=O)[CH:6]=[CH:7][C:8]=1[O:9][CH3:10].[H-].[Al+3].[Li+].[H-].[H-].[H-].[OH-].[Na+]>ClCCl>[CH3:1][O:2][C:3]1[CH:4]=[C:5]([CH2:11][CH2:12][NH:13][CH2:14][CH2:15]/[CH:16]=[CH:17]/[CH2:18][CH2:19][NH:21][CH2:22][CH2:23][C:24]2[CH:25]=[CH:26][CH:27]=[CH:28][CH:29]=2)[CH:6]=[CH:7][C:8]=1[O:9][CH3:10] |f:1.2.3.4.5.6,7.8|. Procedure: The product of step (c) (6 g., 14.6 mmoles) and lithium aluminium hydride (1M solution in ether, 60 ml, 60 mmoles) in dry dichloromethane (200 ml) were heated at reflux under nitrogen for 5 hrs. The suspension was cooled and poured slowly into an ice-cold 10% aqueous solution of sodium hydroxide. The organic phase was separated, washed with brine and evaporated. Recrystallisation of the residue from 2-propanol afforded the sub-title compound (2.0 g) mp 270°-272°. Starting materials: FB(F)F, CCOCC, Cc1ccco1, CCCCCCC(=O)O, Cc1ccccc1, O=C(CCl)OC(=O)CCl. The product is CCCCCCC(=O)c1ccc(C)o1. Reaction SMILES: [B:30]([F:31])([F:32])[F:33].[CH2:25]([O:26][CH2:27][CH3:28])[CH3:29].[CH3:19][c:20]1[o:21][cH:22][cH:23][cH:24]1.[CH3:1][CH2:2][CH2:3][CH2:4][CH2:5][CH2:6][C:7]([OH:8])=[O:9].[CH3:34][c:35]1[cH:36][cH:37][cH:38][cH:39][cH:40]1.[Cl:10][CH2:11][C:12]([O:13][C:14](=[O:15])[CH2:16][Cl:17])=[O:18]>>[CH3:1][CH2:2][CH2:3][CH2:4][CH2:5][CH2:6][C:7](=[O:9])[c:22]1[o:21][c:20]([CH3:19])[cH:24][cH:23]1. Starting materials: FC(OC=1C(=C(C=CC1OC)C=1C=C2COC(C2=CC1)=O)O)F (5-(3-(difluoromethoxy)-2-hydroxy-4-methoxyphenyl)isobenzofuran-1(3H)-one), C([O-])([O-])=O.[K+].[K+] (potassium carbonate), BrCC1=CC=C(C=C1)S(=O)(=O)C (1-(bromomethyl)-4-(methylsulfonyl)benzene). Run in C(C)#N (acetonitrile). Conditions: temperature 70 celsius. The product is FC(OC=1C(=C(C=CC1OC)C=1C=C2COC(C2=CC1)=O)OCC1=CC=C(C=C1)S(=O)(=O)C)F (5-(3-(difluoromethoxy)-4-methoxy-2-(4-(methylsulfonyl)benzyloxy)phenyl)isobenzofuran-1(3H)-one). Isolated yield 33.2%. As a reaction SMILES: [F:1][CH:2]([F:23])[O:3][C:4]1[C:5]([OH:22])=[C:6]([C:12]2[CH:13]=[C:14]3[C:18](=[CH:19][CH:20]=2)[C:17](=[O:21])[O:16][CH2:15]3)[CH:7]=[CH:8][C:9]=1[O:10][CH3:11].C(=O)([O-])[O-].[K+].[K+].Br[CH2:31][C:32]1[CH:37]=[CH:36][C:35]([S:38]([CH3:41])(=[O:40])=[O:39])=[CH:34][CH:33]=1>C(#N)C>[F:23][CH:2]([F:1])[O:3][C:4]1[C:5]([O:22][CH2:31][C:32]2[CH:33]=[CH:34][C:35]([S:38]([CH3:41])(=[O:40])=[O:39])=[CH:36][CH:37]=2)=[C:6]([C:12]2[CH:13]=[C:14]3[C:18](=[CH:19][CH:20]=2)[C:17](=[O:21])[O:16][CH2:15]3)[CH:7]=[CH:8][C:9]=1[O:10][CH3:11] |f:1.2.3|. Reported procedure: To a stirring solution of 5-(3-(difluoromethoxy)-2-hydroxy-4-methoxyphenyl)isobenzofuran-1(3H)-one (80 mg, 0.246 mmol) in acetonitrile (10 mL) was added potassium carbonate (102 mg, 0.738 mmol) and 1-(bromomethyl)-4-(methylsulfonyl)benzene (123 mg, 0.496 mmol) and the resultant reaction mixture was heated to 70° C. for 16 h. The reaction mixture was cooled to RT, filtered through celite and the filtrate was concentrated under reduced pressure. The obtained residue was purified by column chromato...